The task is: describe an organic reaction: reactants, conditions, products, and yield. This data is from the Open Reaction Database (ORD), a public repository of structured organic reaction records. The reactants are FC1=CC2=C(NC(CO2)=O)C=C1N1C(NC(=CC1=O)C(F)(F)F)=O (3-[7-Fluoro-2H-1,4-benzoxazine-3(4H)-on-6-yl]-6-trifluoromethyl-2,4-(1H, 3H)-pyrimidinedione), [N+](=O)(O)[O-] (nitric acid), ice water. Solvent: C(C)(=O)O (acetic acid). Run at time 1 hour. Product: FC1=CC2=C(NC(CO2)=O)C(=C1N1C(NC(=CC1=O)C(F)(F)F)=O)[N+](=O)[O-] (3-[7-fluoro-5-nitro-2H-1,4-benzoxazine-3(4H)-on-6-yl]-6-trifluoromethyl-2,4-(1H, 3H)-pyrimidinedione). RXN SMILES: [F:1][C:2]1[C:12]([N:13]2[C:18](=[O:19])[CH:17]=[C:16]([C:20]([F:23])([F:22])[F:21])[NH:15][C:14]2=[O:24])=[CH:11][C:5]2[NH:6][C:7](=[O:10])[CH2:8][O:9][C:4]=2[CH:3]=1.[N+:25]([O-])([OH:27])=[O:26]>C(O)(=O)C>[F:1][C:2]1[C:12]([N:13]2[C:18](=[O:19])[CH:17]=[C:16]([C:20]([F:21])([F:22])[F:23])[NH:15][C:14]2=[O:24])=[C:11]([N+:25]([O-:27])=[O:26])[C:5]2[NH:6][C:7](=[O:10])[CH2:8][O:9][C:4]=2[CH:3]=1. Reported procedure: 3-[7-Fluoro-2H-1,4-benzoxazine-3(4H)-on-6-yl]-6-trifluoromethyl-2,4-(1H, 3H)-pyrimidinedione (7.0 g) was added by portion to a mixture of acetic acid (30 ml) and fuming nitric acid (90 ml) at 0° C. After stirring for 1 hr at room temperature, the solution was mixed with ice-water (200 ml) and then extracted with ethyl acetate (60 ml×3). The organic layers were combined and washed with water (20 ml×2) and brine (20 ml), dried over sodium sulfate. After filtration and evaporation, the residue was ... Starting materials: CON(C(C1=C(C=C(C=C1)Cl)F)=O)C (N-Methoxy-N-methyl-4-chloro-2-fluorobenzamide), C(C)OC(C1=C(C=CC=C1)Br)OCC (2-bromobenzaldehyde diethyl acetal), solution, C(CCC)[Li] (butyllithium). Run in C(C)OCC (diethyl ether), C(C)OCC (diethyl ether), CCCCCC (hexane). Conditions: temperature 0 celsius, time 0.75 hour. Yields the product C(C)OC(C1=C(C=CC=C1)C(=O)C1=C(C=C(C=C1)Cl)F)OCC ([2-(diethoxymethyl)-phenyl](4-chloro-2-fluorophenyl)-methanone). Yield: 142.3%. As a reaction SMILES: [CH2:1]([O:3][CH:4]([O:12][CH2:13][CH3:14])[C:5]1[CH:10]=[CH:9][CH:8]=[CH:7][C:6]=1Br)[CH3:2].C([Li])CCC.CON(C)[C:23](=[O:32])[C:24]1[CH:29]=[CH:28][C:27]([Cl:30])=[CH:26][C:25]=1[F:31]>C(OCC)C.CCCCCC>[CH2:1]([O:3][CH:4]([O:12][CH2:13][CH3:14])[C:5]1[CH:10]=[CH:9][CH:8]=[CH:7][C:6]=1[C:23]([C:24]1[CH:29]=[CH:28][C:27]([Cl:30])=[CH:26][C:25]=1[F:31])=[O:32])[CH3:2]. Procedure: A stirred solution of 10.6 g of 2-bromobenzaldehyde diethyl acetal in 100 ml of diethyl ether was cooled to −40° C. To this cold solution was added rapidly 46 ml of a 1.2 M solution of butyllithium in hexane. The solution was warmed to 0° C. over 30 min. The solution was cooled down to −40° C. and a solution of 11.9 g of N-Methoxy-N-methyl-4-chloro-2-fluorobenzamide in 100 ml of diethyl ether added by cannular. The solution was warmed to 0° C. and stirred for 0.75 h then quenched by the addition... The reactants are BrN1C(CCC1=O)=O (N-Bromosuccinimide), CC1(SC(C2OC=CC=C21)=O)C (5,6-dihydro-5,5-dimethyl-7H-thieno-[3,4-b]pyran-7-one), resultant solution. Run in ClCCl (dichloromethane). Product: BrC=1C=C2C(OC1)C(SC2(C)C)=O (3-Bromo-5,6-dihydro-5,5-dimethyl-7H-thieno[3,4-b]pyran-7-one). RXN SMILES: [Br:1]N1C(=O)CCC1=O.[CH3:9][C:10]1([CH3:20])[C:18]2[CH:13]([O:14][CH:15]=[CH:16][CH:17]=2)[C:12](=[O:19])[S:11]1>ClCCl>[Br:1][C:16]1[CH:17]=[C:18]2[C:10]([CH3:20])([CH3:9])[S:11][C:12](=[O:19])[CH:13]2[O:14][CH:15]=1. Reported procedure: N-Bromosuccinimide (15.0 g, 84.3 mmol) was added to a solution of 5,6-dihydro-5,5-dimethyl-7H-thieno-[3,4-b]pyran-7-one (15.0 g, 82.6 mmol) in dichloromethane (300 mL) at 0° C., and the resultant solution was stirred for 2 h at 0° C. The solution was washed with water and dried over magnesium sulfate. The solvent was evaporated in vacuo to give the product as a dark grey solid, 15.1 g (70%), mp 63°-72° C.; IR(neat): 1694, 1558 and 1438 cm-1 : MS: m/z 261 (MH+); 1H NMR(CDCl3): δ 1.47 (s, 6H), 2.6...